From a dataset of the Open Reaction Database (ORD), a public repository of structured organic reaction records. describe an organic reaction: reactants, conditions, products, and yield Starting materials: FC(C1=CC=2NC3=CC=CC=C3SC2C=C1)(F)F (2-trifluoromethyl-phenothiazine), CC(C(=O)Cl)=C (α-methylacryloyl chloride). The solvent is C1(=CC=CC=C1)C (toluene). Product: FC(C1=CC=2N(C3=CC=CC=C3SC2C=C1)C(C(=C)C)=O)(F)F (2-trifluoromethyl-10-(α-methyl acryloyl)-phenothiazine). Isolated yield 53.1%. Reaction SMILES: [F:1][C:2]([F:18])([F:17])[C:3]1[CH:16]=[CH:15][C:14]2[S:13][C:12]3[C:7](=[CH:8][CH:9]=[CH:10][CH:11]=3)[NH:6][C:5]=2[CH:4]=1.[CH3:19][C:20](=[CH2:24])[C:21](Cl)=[O:22]>C1(C)C=CC=CC=1>[F:18][C:2]([F:1])([F:17])[C:3]1[CH:16]=[CH:15][C:14]2[S:13][C:12]3[C:7](=[CH:8][CH:9]=[CH:10][CH:11]=3)[N:6]([C:21](=[O:22])[C:20]([CH3:24])=[CH2:19])[C:5]=2[CH:4]=1. Procedure: 27 g of 2-trifluoromethyl-phenothiazine and 12 g of α-methylacryloyl chloride in 100 ml of toluene were 1 for 2 hours and the mixture was evaporated to dryness. The residue was chromatographed over silica gel and elution with a 1-- 1 benzene-cyclohexane mixture gave 18 g of 2-trifluoromethyl-10-(α-methyl acryloyl)-phenothiazine in the form of white crystals melting at 103°C. The reactants are ClC1=C(C=C(C(=O)O)C=C1S(N)(=O)=O)[N+](=O)[O-] (4-chloro-3-nitro-5-sulfamoylbenzoic acid), CC(=O)NC1=CC=C(C=C1)N (4-aminoacetanilide). Run in O (water). Product: C(C)(=O)NC1=CC=C(C=C1)NC1=C(C=C(C(=O)O)C=C1S(N)(=O)=O)[N+](=O)[O-] (4-(4-acetamidophenylamino)-3-nitro-5-sulfamoylbenzoic acid). Reaction SMILES: Cl[C:2]1[C:10]([S:11](=[O:14])(=[O:13])[NH2:12])=[CH:9][C:5]([C:6]([OH:8])=[O:7])=[CH:4][C:3]=1[N+:15]([O-:17])=[O:16].[CH3:18][C:19]([NH:21][C:22]1[CH:27]=[CH:26][C:25]([NH2:28])=[CH:24][CH:23]=1)=[O:20]>O>[C:19]([NH:21][C:22]1[CH:27]=[CH:26][C:25]([NH:28][C:2]2[C:10]([S:11](=[O:14])(=[O:13])[NH2:12])=[CH:9][C:5]([C:6]([OH:8])=[O:7])=[CH:4][C:3]=2[N+:15]([O-:17])=[O:16])=[CH:24][CH:23]=1)(=[O:20])[CH3:18]. Reported procedure: The starting material is prepared as follows: The mixture of 5.6 g of 4-chloro-3-nitro-5-sulfamoylbenzoic acid, 200 ml of water and 9 g of 4-aminoacetanilide is refluxed for four hours while stirring under nitrogen. It is cooled to room temperature and the precipitate formed filtered off, to yield the 4-(4-acetamidophenylamino)-3-nitro-5-sulfamoylbenzoic acid, melting above 275°. The reactants are Example 1 ( 1b ), FC(C1=CC=C(OC2=CC=C(C(=O)O)C=C2)C=C1)(F)F (4-[4-(trifluoromethyl)phenoxy]benzoic acid), NCC(=O)O (glycine). The product is FC(C1=CC=C(OC2=CC=C(C(=O)NCC(=O)O)C=C2)C=C1)(F)F (N-{4-[4-(Trifluoromethyl)phenoxy]benzoyl}glycine). The yield is 98.8%. RXN SMILES: [F:1][C:2]([F:20])([F:19])[C:3]1[CH:18]=[CH:17][C:6]([O:7][C:8]2[CH:16]=[CH:15][C:11]([C:12]([OH:14])=O)=[CH:10][CH:9]=2)=[CH:5][CH:4]=1.[NH2:21][CH2:22][C:23]([OH:25])=[O:24]>>[F:19][C:2]([F:1])([F:20])[C:3]1[CH:4]=[CH:5][C:6]([O:7][C:8]2[CH:9]=[CH:10][C:11]([C:12]([NH:21][CH2:22][C:23]([OH:25])=[O:24])=[O:14])=[CH:15][CH:16]=2)=[CH:17][CH:18]=1. Procedure: A reaction similar to that described in Example 1 (1b) was conducted using 4-[4-(trifluoromethyl)phenoxy]benzoic acid (compound described in International Publication No. WO 04/14844, 7.06 g, 25.0 mmol) and glycine (1.88 g, 25.0 mmol) to give 8.38 g of the title compound (white powder, yield: 99%). Reactants: BrCCBr, O=C1C=CC=C2C1=Nc1ccccc12, Cc1ccc2[nH]c3c(c2c1)CCCC3=O, [Na+], [OH-], O. Yields the product Cc1ccc2c(c1)c1c(n2CCBr)C(=O)CCC1. RXN SMILES: [Br:16][CH2:17][CH2:18][Br:19].[C:22]1(=[O:23])[C:24]2=[N:28][c:27]3[c:26]([cH:32][cH:31][cH:30][cH:29]3)[C:25]2=[CH:33][CH:34]=[CH:35]1.[CH3:1][c:2]1[cH:3][c:4]2[c:5]3[c:10]([nH:11][c:12]2[cH:13][cH:14]1)[C:9](=[O:15])[CH2:8][CH2:7][CH2:6]3.[Na+:21].[OH-:20].[OH2:36]>>[CH3:1][c:2]1[cH:3][c:4]2[c:5]3[c:10]([n:11]([CH2:18][CH2:17][Br:16])[c:12]2[cH:13][cH:14]1)[C:9](=[O:15])[CH2:8][CH2:7][CH2:6]3.